This data is from the Open Reaction Database (ORD), a public repository of structured organic reaction records. The task is: describe an organic reaction: reactants, conditions, products, and yield Reactants: CCCCOc1nc(-c2ccc(F)cc2)c(-c2ccc(S(C)(=O)=O)cc2)cc1C=O, CN, CO, Cl. Yields the product CCCCOc1nc(-c2ccc(F)cc2)c(-c2ccc(S(C)(=O)=O)cc2)cc1CNC. RXN SMILES: [CH2:3]([CH2:4][CH2:5][CH3:6])[O:7][c:8]1[n:9][c:10](-[c:26]2[cH:27][cH:28][c:29]([F:32])[cH:30][cH:31]2)[c:11](-[c:16]2[cH:17][cH:18][c:19]([S:22](=[O:23])(=[O:24])[CH3:25])[cH:20][cH:21]2)[cH:12][c:13]1[CH:14]=[O:15].[CH3:1][NH2:2].[CH3:34][OH:35].[ClH:33]>>[CH3:1][NH:2][CH2:14][c:13]1[c:8]([O:7][CH2:3][CH2:4][CH2:5][CH3:6])[n:9][c:10](-[c:26]2[cH:27][cH:28][c:29]([F:32])[cH:30][cH:31]2)[c:11](-[c:16]2[cH:17][cH:18][c:19]([S:22](=[O:23])(=[O:24])[CH3:25])[cH:20][cH:21]2)[cH:12]1. The reactants are BrCC(=O)CBr (bromomethylketone), ClC1=C(C(=O)O)C(=CC=C1)Cl (2,6-dichlorobenzoic acid), [F-].[K+] (KF). Run in CN(C=O)C (dimethylformamide). Run at time 2 hour. Product: ClC1=C(COCC(=O)COCC2=C(C=CC=C2Cl)Cl)C(=CC=C1)Cl (2,6-dichlorobenzoxymethylketone). As a reaction SMILES: Br[CH2:2][C:3]([CH2:5]Br)=[O:4].[Cl:7][C:8]1[CH:16]=[CH:15][CH:14]=[C:13]([Cl:17])[C:9]=1[C:10](O)=[O:11].[F-].[K+]>CN(C)C=O>[Cl:7][C:8]1[CH:16]=[CH:15][CH:14]=[C:13]([Cl:17])[C:9]=1[CH2:10][O:11][CH2:2][C:3]([CH2:5][O:11][CH2:10][C:9]1[C:8]([Cl:7])=[CH:16][CH:15]=[CH:14][C:13]=1[Cl:17])=[O:4] |f:2.3|. Procedure: The bromomethylketone derivative (4.36 g) and 2,6-dichlorobenzoic acid (2.28 g, 1.1 eq) were dissolved in dimethylformamide (18 mL), KF (1.58 g, 2.5 eq) was added thereto, and the mixture was stirred for 2 h at room temperature. The residue obtained by concentration under reduced pressure was extracted with ethyl acetate, washed with water, twice with saturated aqueous sodium hydrogen carbonate solution, and aqueous sodium chloride solution, dried (anhydrous Na2SO4), and concentrated under reduc... Reactants: ClC1=CC=C(C=C1)S(=O)(=O)N([C@H]1[C@@H](CCCCC1)CO)CC1=CC=C(C=C1)C#N (4-chloro-N-(4-cyanobenzyl)-N-(trans-2-(hydroxymethyl)cycloheptyl)benzenesulfonamide), ClC1=CC=C(C=C1)S(=O)(=O)N[C@H]1[C@@H](CCCCC1)CO (4-chloro-N-(trans-2-(hydroxymethyl)cycloheptyl)benzenesulfonamide), C([O-])([O-])=O.[Cs+].[Cs+] (cesium carbonate), BrCC1=CC=C(C=C1)C1=NOC=N1 (3-(4-(bromomethyl)phenyl)-1,2,4-oxadiazole). Product: title compound, O1N=C(N=C1)C1=CC=C(CN(S(=O)(=O)C2=CC=C(C=C2)Cl)[C@H]2[C@@H](CCCCC2)CO)C=C1 (N-(4-(1,2,4-oxadiazol-3-yl)benzyl)-4-chloro-N-(trans-2-(hydroxymethyl)cycloheptyl)benzenesulfonamide). The yield is 32.8%. RXN SMILES: [Cl:1][C:2]1[CH:7]=[CH:6][C:5]([S:8]([NH:11][C@@H:12]2[CH2:18][CH2:17][CH2:16][CH2:15][CH2:14][C@H:13]2[CH2:19][OH:20])(=[O:10])=[O:9])=[CH:4][CH:3]=1.C(=O)([O-])[O-].[Cs+].[Cs+].Br[CH2:28][C:29]1[CH:34]=[CH:33][C:32]([C:35]2[N:39]=[CH:38][O:37][N:36]=2)=[CH:31][CH:30]=1.ClC1C=CC(S(N(CC2C=CC(C#N)=CC=2)[C@@H]2CCCCC[C@H]2CO)(=O)=O)=CC=1>>[O:37]1[CH:38]=[N:39][C:35]([C:32]2[CH:33]=[CH:34][C:29]([CH2:28][N:11]([C@@H:12]3[CH2:18][CH2:17][CH2:16][CH2:15][CH2:14][C@H:13]3[CH2:19][OH:20])[S:8]([C:5]3[CH:6]=[CH:7][C:2]([Cl:1])=[CH:3][CH:4]=3)(=[O:9])=[O:10])=[CH:30][CH:31]=2)=[N:36]1 |f:1.2.3|. Procedure: The title compound was synthesized from 4-chloro-N-(trans-2-(hydroxymethyl)cycloheptyl)benzenesulfonamide (100 mg, 0.32 mmol), cesium carbonate (205 mg, 0.63 mmol), and 3-(4-(bromomethyl)phenyl)-1,2,4-oxadiazole (90 mg, 0.38 mmol) according to the procedure described for 4-Chloro-N-(4-cyanobenzyl)-N-(trans-2-(hydroxymethyl)cycloheptyl)benzenesulfonamide (Example 40) to give N-(4-(1,2,4-oxadiazol-3-yl)benzyl)-4-chloro-N-(trans-2-(hydroxymethyl)cycloheptyl)benzenesulfonamide (50 mg, 33%). 1H NMR (... Reactants: C(=O)N[C@H]1CC(=O)OC1=O (N-formyl-L-aspartic anhydride), C(C)(=O)O (acetic acid), C(C)(=O)[O-].[Na+] (sodium acetate), Cl.COC([C@@H](N)CC1=CC=CC=C1)=O (L-phenylalanine methyl ester hydrochloride). The solvent is C(C)(=O)OCC (ethyl acetate). The product is COC([C@@H](NC([C@@H](NC=O)CC(O)=O)=O)CC1=CC=CC=C1)=O (N-formyl-α-L-aspartyl-L-phenylalanine methyl ester). Isolated yield 65.0%. As a reaction SMILES: [CH:1]([NH:3][C@@H:4]1[C:9](=[O:10])[O:8][C:6](=[O:7])[CH2:5]1)=[O:2].C([O-])(=O)C.[Na+].Cl.[CH3:17][O:18][C:19](=[O:29])[C@H:20]([CH2:22][C:23]1[CH:28]=[CH:27][CH:26]=[CH:25][CH:24]=1)[NH2:21].C(O)(=O)C>C(OCC)(=O)C>[CH3:17][O:18][C:19](=[O:29])[C@H:20]([CH2:22][C:23]1[CH:28]=[CH:27][CH:26]=[CH:25][CH:24]=1)[NH:21][C:9](=[O:10])[C@H:4]([CH2:5][C:6](=[O:7])[OH:8])[NH:3][CH:1]=[O:2] |f:1.2,3.4|. Procedure details: In 100.1 g of ethyl acetate, 14.3 g (0.1 mole) of N-formyl-L-aspartic anhydride was suspended, and 9.2 g (0.11 mole) of sodium acetate was added at -50°-0° C. with stirring, and 21.6 g (0.1 mole) of L-phenylalanine methyl ester hydrochloride was further added at the same temperature. The mixture was reacted for 5 hours with stirring at the same temperature. Thereafter 14.3 g of acetic acid was added and stirred for an hour at the same temperature. Precipitated crystals were filtered, washed and ... The reactants are FC(C(=O)O)(F)F (Trifluoroacetic acid), C(C)(C)(C)OC(=O)/C(=C/C1=CC=C2C=CC=C(C2=C1)CC1=C(C=C(C(=O)OC)C=C1)OC)/C (methyl E-4-[7-[2-(t-butoxycarbonyl)prop-1-enyl]naphth-1-ylmethyl]-3-methoxybenzoate). Run in C(Cl)Cl (methylene chloride). Run at time 4 hour. Yields the product C(=O)(O)/C(=C/C1=CC=C2C=CC=C(C2=C1)CC1=C(C=C(C(=O)OC)C=C1)OC)/C (methyl E-4-[7-(2-carboxyprop-1-enyl)naphth-1-ylmethyl]-3-methoxybenzoate). Yield: 78.8%. As a reaction SMILES: FC(F)(F)C(O)=O.C([O:12][C:13](/[C:15](/[CH3:40])=[CH:16]/[C:17]1[CH:26]=[C:25]2[C:20]([CH:21]=[CH:22][CH:23]=[C:24]2[CH2:27][C:28]2[CH:37]=[CH:36][C:31]([C:32]([O:34][CH3:35])=[O:33])=[CH:30][C:29]=2[O:38][CH3:39])=[CH:19][CH:18]=1)=[O:14])(C)(C)C>C(Cl)Cl>[C:13](/[C:15](/[CH3:40])=[CH:16]/[C:17]1[CH:26]=[C:25]2[C:20]([CH:21]=[CH:22][CH:23]=[C:24]2[CH2:27][C:28]2[CH:37]=[CH:36][C:31]([C:32]([O:34][CH3:35])=[O:33])=[CH:30][C:29]=2[O:38][CH3:39])=[CH:19][CH:18]=1)([OH:14])=[O:12]. Procedure: Trifluoroacetic acid (25 ml) was added to a 0° C. solution of methyl E-4-[7-[2-(t-butoxycarbonyl)prop-1-enyl]naphth-1-ylmethyl]-3-methoxybenzoate (6.43 g) in methylene chloride (50 ml). After stirring for 4 hours, the solvent was evaporated without heating. The residue was triturated with ether and the colorless solid filtered. The filtrate was concentrated and hexane was added to give another crop of product as a pale yellow solid. The two crops were combined and dried to give methyl E-4-[7-(2-...